Dataset: the Open Reaction Database (ORD), a public repository of structured organic reaction records. Task: describe an organic reaction: reactants, conditions, products, and yield The product is ClC1=C(C=C(C=C1)C1(CCC1)OCC(=O)O)F (2-(1-(4-chloro-3-fluorophenyl)cyclobutoxy)acetic acid). Reaction SMILES: [H-].[Na+].[Cl:3][C:4]1[CH:9]=[CH:8][C:7]([C:10]2([OH:14])[CH2:13][CH2:12][CH2:11]2)=[CH:6][C:5]=1[F:15].Br[CH2:17][C:18]([OH:20])=[O:19]>CN(C)C=O>[Cl:3][C:4]1[CH:9]=[CH:8][C:7]([C:10]2([O:14][CH2:17][C:18]([OH:20])=[O:19])[CH2:11][CH2:12][CH2:13]2)=[CH:6][C:5]=1[F:15] |f:0.1|. Reported procedure: To an ambient suspension of NaH (0.341 g, 8.52 mmol, 60% dispersion in mineral oil) in N,N-dimethylformamide (7 mL) was added a solution of Example 56A (0.342 g, 1.71 mmol) in N,N-dimethylformamide (1 mL) dropwise. The reaction was stirred for 0.5 h, and 2-bromoacetic acid (0.474 g, 3.41 mmol) was added as a solution in N,N-dimethylformamide (2 mL) dropwise. The reaction was stirred at room temperature for 24 h and was then quenched by the slow addition of H2O (10 mL) and diethyl ether (15 mL). ... Conditions: time 0.5 hour. The solvent is CN(C=O)C (N,N-dimethylformamide), CN(C=O)C (N,N-dimethylformamide), CN(C=O)C (N,N-dimethylformamide). The reactants are ClC1=C(C=C(C=C1)C1(CCC1)O)F (1-(4-chloro-3-fluorophenyl)cyclobutanol), BrCC(=O)O (2-bromoacetic acid), [H-].[Na+] (NaH). The reactants are FC=1C=CC(=C(C(=O)O)C1)[N+](=O)[O-] (5-fluoro-2-nitrobenzoic acid), [H-].[Na+] (NaH), oil, C(C)(C)O (isopropyl alcohol), Cl (HCl). The solvent is C1CCOC1 (THF). Run at time 30 minute. Product: C(C)(C)OC=1C=CC(=C(C(=O)O)C1)[N+](=O)[O-] (5-isopropoxy-2-nitro-benzoic acid). RXN SMILES: [H-].[Na+].[CH:3]([OH:6])([CH3:5])[CH3:4].F[C:8]1[CH:9]=[CH:10][C:11]([N+:17]([O-:19])=[O:18])=[C:12]([CH:16]=1)[C:13]([OH:15])=[O:14].Cl>C1COCC1>[CH:3]([O:6][C:8]1[CH:9]=[CH:10][C:11]([N+:17]([O-:19])=[O:18])=[C:12]([CH:16]=1)[C:13]([OH:15])=[O:14])([CH3:5])[CH3:4] |f:0.1|. Procedure: 60% NaH in oil (950 mg, 23.8 mmol) was added to isopropyl alcohol (4.1 mL) in THF (20 mL) under a nitrogen atmosphere. After stirring for 30 min, 5-fluoro-2-nitrobenzoic acid (2.0 g, 10.8 mmol) was added, and the mixture was heated at reflux for 6 h. Following addition of 2N HCl to adjust the pH to 2, the mixture was extracted, washed with brine, dried (Na2SO4) and concentrated to dryness. Purification by chromatography gave 950 mg of 5-isopropoxy-2-nitro-benzoic acid.